This data is from the Open Reaction Database (ORD), a public repository of structured organic reaction records. The task is: describe an organic reaction: reactants, conditions, products, and yield The reactants are CC(C)C1CCN(C(=O)OC(C)(C)C)C1C(=O)N1CCCC1C(=O)NCc1cc(Cl)ccc1-n1cncn1, Cl, C1COCCO1. The product is CC(C)C1CCNC1C(=O)N1CCCC1C(=O)NCc1cc(Cl)ccc1-n1cncn1. RXN SMILES: [C:1]([O:2][C:3](=[O:4])[N:8]1[CH:9]([C:10](=[O:11])[N:12]2[CH:13]([C:14](=[O:15])[NH:16][CH2:17][c:18]3[c:19](-[n:25]4[n:26][cH:27][n:28][cH:29]4)[cH:20][cH:21][c:22]([Cl:24])[cH:23]3)[CH2:30][CH2:31][CH2:32]2)[CH:33]([CH:36]([CH3:37])[CH3:38])[CH2:34][CH2:35]1)([CH3:5])([CH3:6])[CH3:7].[ClH:39].[O:40]1[CH2:41][CH2:42][O:43][CH2:44][CH2:45]1>>[NH:8]1[CH:9]([C:10](=[O:11])[N:12]2[CH:13]([C:14](=[O:15])[NH:16][CH2:17][c:18]3[c:19](-[n:25]4[n:26][cH:27][n:28][cH:29]4)[cH:20][cH:21][c:22]([Cl:24])[cH:23]3)[CH2:30][CH2:31][CH2:32]2)[CH:33]([CH:36]([CH3:37])[CH3:38])[CH2:34][CH2:35]1.